Dataset: the Open Reaction Database (ORD), a public repository of structured organic reaction records. Task: describe an organic reaction: reactants, conditions, products, and yield Starting materials: NC1=C(C(=O)N(CC)CC)C=CC=C1 (2-Amino-N,N-diethylbenzamide), C(C)NCC (diethylamine), C1=2C(=O)OC(NC1=CC=CC2)=O (isatoic anhydride). Product: N1C(=NCC1)CNC1=C(C(=O)N(CC)CC)C=CC=C1 (2-[(4,5-dihydro-1H-imidazol-2-ylmethyl)amino]-N,N-diethylbenzamide). RXN SMILES: [NH2:1][C:2]1[CH:14]=[CH:13][CH:12]=[CH:11][C:3]=1[C:4]([N:6]([CH2:9][CH3:10])[CH2:7][CH3:8])=[O:5].[CH2:15]([NH:17][CH2:18][CH3:19])[CH3:16].C12C(=CC=CC=1)[NH:25]C(=O)OC2=O>>[NH:17]1[CH2:18][CH2:19][N:25]=[C:15]1[CH2:16][NH:1][C:2]1[CH:14]=[CH:13][CH:12]=[CH:11][C:3]=1[C:4]([N:6]([CH2:7][CH3:8])[CH2:9][CH3:10])=[O:5]. Procedure: 2-Amino-N,N-diethylbenzamide (prepared from diethylamine and isatoic anhydride, using the methods described in Example 17) and CMI were reacted using conditions described in the general procedure for CMI coupling to give 2-[(4,5-dihydro-1H-imidazol-2-ylmethyl)amino]-N,N-diethylbenzamide, isolated as the fumarate salt. Reactants: CNC (dimethylamine), N1CCNCCNCCNCC1 (1,4,7,10-tetraazacyclododecane), CN(P(N(C)C)N(C)C)C (hexamethylphosphorous triamide), Cl (HCl). The solvent is C1(=CC=CC=C1)C (toluene). The product is N12CCN3CCN(CCNCC1)P23 (1,4,7,10-tetraaza-13-phosphatricyclo[5.5.1.04,13 ]tridecane). Isolated yield 100.0%. RXN SMILES: [NH:1]1[CH2:12][CH2:11][NH:10][CH2:9][CH2:8][NH:7][CH2:6][CH2:5][NH:4][CH2:3][CH2:2]1.CN(C)[P:15](N(C)C)N(C)C.Cl.CNC>C1(C)C=CC=CC=1>[N:1]12[P:15]3[N:4]([CH2:5][CH2:6][N:7]3[CH2:8][CH2:9][NH:10][CH2:11][CH2:12]1)[CH2:3][CH2:2]2. Procedure details: A solution of 1.75 g of 1,4,7,10-tetraazacyclododecane and 1.63 g of hexamethylphosphorous triamide in 50 ml of toluene is refluxed for 12 hours. Titration of the off-gases with 1 N HCl indicates that 97% of the theoretical amount of dimethylamine is evolved in this time. The toluene is removed under reduced pressure to give 2.0 g of 1,4,7,10-tetraaza-13-phosphatricyclo[5.5.1.04,13 ]tridecane as a white solid which melts at 109°-111° C. with sintering from 90° C. (possibly because of the presenc... Reaction SMILES: BrC1C=CC(S(NC2C=CN=C(Cl)C=2)(=O)=O)=CC=1.[CH3:19][C@H:20]1[NH:25][C@@H:24]([CH3:26])[CH2:23][N:22]([C:27]2[CH:28]=[C:29]([NH2:33])[CH:30]=[N:31][CH:32]=2)[CH2:21]1.[Br:34][C:35]1[CH:40]=[CH:39][C:38]([S:41](Cl)(=[O:43])=[O:42])=[CH:37][C:36]=1[F:45]>>[Br:34][C:35]1[CH:40]=[CH:39][C:38]([S:41]([NH:33][C:29]2[CH:30]=[N:31][CH:32]=[C:27]([N:22]3[CH2:23][C@H:24]([CH3:26])[NH:25][C@H:20]([CH3:19])[CH2:21]3)[CH:28]=2)(=[O:43])=[O:42])=[CH:37][C:36]=1[F:45]. Procedure: The title compound was prepared in a manner similar to 4-bromo-N-(2-chloro-4-pyridinyl)benzenesulfonamide (D3) using 5-[cis-3,5-dimethyl-1-piperazinyl]-3-pyridinamine (D36) and 4-bromo-3-fluorobenzenesulfonyl chloride as the starting materials. Reactants: BrC1=CC=C(C=C1)S(=O)(=O)NC1=CC(=NC=C1)Cl (4-Bromo-N-(2-chloro-4-pyridinyl)benzenesulfonamide), C[C@@H]1CN(C[C@@H](N1)C)C=1C=C(C=NC1)N (5-[cis-3,5-dimethyl-1-piperazinyl]-3-pyridinamine), BrC1=C(C=C(C=C1)S(=O)(=O)Cl)F (4-bromo-3-fluorobenzenesulfonyl chloride). Yields the product BrC1=C(C=C(C=C1)S(=O)(=O)NC=1C=NC=C(C1)N1C[C@H](N[C@H](C1)C)C)F (4-Bromo-N-{5-[cis-3,5-dimethyl-1-piperazinyl]-3-pyridinyl}-3-fluorobenzenesulfonamide). Starting materials: CN1CCCC1=O, O=C1NC(=O)C(=Cc2cnn3c(NC4CC4)cc(Cl)nc23)S1, Nc1cccc(Cl)c1, Cc1ccc(S(=O)(=O)O)cc1. Product: O=C1NC(=O)C(=Cc2cnn3c(NC4CC4)cc(Nc4cccc(Cl)c4)nc23)S1. RXN SMILES: [CH3:42][N:43]1[CH2:44][CH2:45][CH2:46][C:47]1=[O:48].[Cl:1][c:2]1[n:3][c:4]2[n:5]([c:6]([NH:8][CH:9]3[CH2:10][CH2:11]3)[cH:7]1)[n:12][cH:13][c:14]2[CH:15]=[C:16]1[C:17](=[O:22])[NH:18][C:19](=[O:21])[S:20]1.[Cl:23][c:24]1[cH:25][c:26]([NH2:27])[cH:28][cH:29][cH:30]1.[c:31]1([CH3:32])[cH:33][cH:34][c:35]([S:36]([OH:37])(=[O:38])=[O:39])[cH:40][cH:41]1>>[c:2]1([NH:27][c:26]2[cH:25][c:24]([Cl:23])[cH:30][cH:29][cH:28]2)[n:3][c:4]2[n:5]([c:6]([NH:8][CH:9]3[CH2:10][CH2:11]3)[cH:7]1)[n:12][cH:13][c:14]2[CH:15]=[C:16]1[C:17](=[O:22])[NH:18][C:19](=[O:21])[S:20]1. Starting materials: CC1([C@@H](N2[C@H](S1)C(C2=O)(Br)Br)C(=O)O)C (6,6-dibromopenicillanic acid), ( C ). Reagents/catalysts: [Pd] (Pd/C), [Pd].C(=O)([O-])[O-].[Ca+2] (Pd CaCO3). Product: CC1([C@@H](N2[C@H](S1)C(C2=O)(Br)Br)C(=O)O)C (6,6-dibromopenicillanic acid), CC1([C@@H](N2[C@H](S1)CC2=O)C(=O)O)C (penicillanic acid). RXN SMILES: [CH3:1][C:2]1([CH3:15])[S:6][C@@H:5]2[C:7]([Br:11])([Br:10])[C:8](=[O:9])[N:4]2[C@H:3]1[C:12]([OH:14])=[O:13]>[Pd].[Pd].C([O-])([O-])=O.[Ca+2]>[CH3:1][C:2]1([CH3:15])[S:6][C@@H:5]2[C:7]([Br:11])([Br:10])[C:8](=[O:9])[N:4]2[C@H:3]1[C:12]([OH:14])=[O:13].[CH3:1][C:2]1([CH3:15])[S:6][C@@H:5]2[CH2:7][C:8](=[O:9])[N:4]2[C@H:3]1[C:12]([OH:14])=[O:13] |f:2.3.4|. Procedure details: Pratt, U.S. Pat. No. 4,180,506, describes catalytic hydrogenation of 6,6-dibromopenicillanic acid over Pd/C catalyst to produce a mixture of 6-alpha- and 6-beta-bromopenicillanic acid. Clayton, J. Chem. Soc. (C), pp. 2123-2127 (1969), describes the hydrogenation of methyl 6,6-dibromopenicillanate over Pd/CaCO3 to produce methyl 6-alpha-bromopenicillanate and methyl penicillanate; and hydrogenation of 6,6-dibromopenicillanic acid over the same catalyst to produce penicillanic acid. Starting materials: [Cl-].[Cl-].C(C)(C)=[Zr+2](C1C=C(C2=CC=CC=C12)[Si](C)(C)C)C1C=C(C2=CC=CC=C12)[Si](C)(C)C (rac-isopropylidene-bis(3-trimethylsilyl-indenyl)zirconium dichloride), C(C)(C)C1=CC(C2=CC=CC=C12)C(C)(C)C1C=C(C2=CC=CC=C12)C(C)C (2,2-bis(3-isopropyl-indenyl)propane), C[Si](C1=CC(C2=CC=CC=C12)C(C)(C)C1C=C(C2=CC=CC=C12)[Si](C)(C)C)(C)C (2,2-bis(3-trimethylsilyl-indenyl)propane), [Li][Li] (dilithium). The product is [Cl-].[Cl-].C(C)(C)=[Zr+2](C1C=C(C2=CC=CC=C12)C(C)C)C1C=C(C2=CC=CC=C12)C(C)C (rac-isopropylidene-bis(3-isopropyl-indenyl)zirconium dichloride). As a reaction SMILES: [Cl-:1].[Cl-].[C:3](=[Zr+2:6]([CH:20]1[C:28]2[C:23](=[CH:24][CH:25]=[CH:26][CH:27]=2)[C:22]([Si](C)(C)C)=[CH:21]1)[CH:7]1[C:15]2[C:10](=[CH:11][CH:12]=[CH:13][CH:14]=2)[C:9]([Si](C)(C)C)=[CH:8]1)([CH3:5])[CH3:4].C[Si](C)(C)[C:35]1[C:43]2C(=CC=CC=2)C(C(C2C3C(=CC=CC=3)C([Si](C)(C)C)=C2)(C)C)[CH:36]=1.[Li][Li].[CH:64](C1C2C(=CC=CC=2)C(C(C2C3C(=CC=CC=3)C(C(C)C)=C2)(C)C)C=1)([CH3:66])[CH3:65]>>[Cl-:1].[Cl-:1].[C:3](=[Zr+2:6]([CH:20]1[C:28]2[C:23](=[CH:24][CH:25]=[CH:26][CH:27]=2)[C:22]([CH:64]([CH3:66])[CH3:65])=[CH:21]1)[CH:7]1[C:15]2[C:10](=[CH:11][CH:12]=[CH:13][CH:14]=2)[C:9]([CH:35]([CH3:43])[CH3:36])=[CH:8]1)([CH3:5])[CH3:4] |f:0.1.2,6.7.8|. Procedure: It was worked according to the procedure described at point (c) of example 1 except that, instead of 2,2-bis(3-trimethylsilyl-indenyl)propane, 20 mmol of the dilithium salt of 2,2-bis(3-isopropyl-indenyl)propane was used, and that the product was recrystallized from DME. Pure rac-isopropylidene-bis(3-isopropyl-indenyl)zirconium dichloride was obtained. 1H-NMR (toluene-d8, 30° C.) δ: 7.34 (m.4H); 6.98 (m,2H); 6,69 (m,2H); 5.78 (s,2H); 3.14 (sept,2H); 1.81 (s,6H); 1.20 (d,12H).